This data is from the Open Reaction Database (ORD), a public repository of structured organic reaction records. The task is: describe an organic reaction: reactants, conditions, products, and yield Reaction SMILES: [C:13](=[O:14])([O-:15])[O-:16].[CH3:1][c:2]1[cH:3][c:4]2[c:5]([cH:11][cH:12]1)[NH:6][C:7](=[O:10])[CH2:8][O:9]2.[CH3:24][CH2:25][CH2:26][CH2:27][CH2:28][CH2:29][CH3:30].[CH3:31][CH2:32][O:33][C:34]([CH3:35])=[O:36].[Cl:19][CH2:20][CH2:21][CH2:22][I:23].[Cs+:17].[Cs+:18]>>[CH3:1][c:2]1[cH:3][c:4]2[c:5]([cH:11][cH:12]1)[N:6]([CH2:22][CH2:21][CH2:20][Cl:19])[C:7](=[O:10])[CH2:8][O:9]2. Starting materials: O=C([O-])[O-], Cc1ccc2c(c1)OCC(=O)N2, CCCCCCC, CCOC(C)=O, ClCCCI, [Cs+], [Cs+]. Product: Cc1ccc2c(c1)OCC(=O)N2CCCCl.